Dataset: the Open Reaction Database (ORD), a public repository of structured organic reaction records. Task: describe an organic reaction: reactants, conditions, products, and yield The product is FC=1C=C2N=CC(=NC2=CC1F)N1CC2C(C1)CN(C2)C(=O)C2=C(C=CC(=C2)OC)N2N=CC=N2 ((5-(6,7-Difluoroquinoxalin-2-yl)hexahydropyrrolo[3,4-c]pyrrol-2(1H)-yl)(5-methoxy-2-(2H-1,2,3-triazol-2-yl)phenyl)methanone). As a reaction SMILES: [F:1][C:2]1[CH:3]=[C:4]2[C:9](=[CH:10][C:11]=1[F:12])[N:8]=[C:7]([N:13]1[CH2:20][CH:19]3[CH:15]([CH2:16][NH:17][CH2:18]3)[CH2:14]1)[CH:6]=[N:5]2.[CH3:21][O:22][C:23]1[CH:24]=[CH:25][C:26]([N:32]2[N:36]=[CH:35][CH:34]=[N:33]2)=[C:27]([CH:31]=1)[C:28](O)=[O:29]>>[F:1][C:2]1[CH:3]=[C:4]2[C:9](=[CH:10][C:11]=1[F:12])[N:8]=[C:7]([N:13]1[CH2:14][CH:15]3[CH2:16][N:17]([C:28]([C:27]4[CH:31]=[C:23]([O:22][CH3:21])[CH:24]=[CH:25][C:26]=4[N:32]4[N:36]=[CH:35][CH:34]=[N:33]4)=[O:29])[CH2:18][CH:19]3[CH2:20]1)[CH:6]=[N:5]2. Starting materials: FC=1C=C2N=CC(=NC2=CC1F)N1CC2CNCC2C1 (6,7-Difluoro-2-(hexahydropyrrolo[3,4-c]pyrrol-2(1H)-yl)quinoxaline), COC=1C=CC(=C(C(=O)O)C1)N1N=CC=N1 (5-methoxy-2-(2H-1,2,3-triazol-2-yl)benzoic acid). Procedure: The title compound was prepared in a manner analogous to Example 15, utilizing Intermediate 44 and 5-methoxy-2-(2H-1,2,3-triazol-2-yl)benzoic acid. MS (ESI): mass calculated for C24H21F2N7O2, 477.2; m/z found 478.1 [M+H]+. 1H NMR (500 MHz, CDCl3): 8.25 (s, 1H), 7.84 (t, J=7.6, 1H), 7.64 (dt, J=19.7, 10.8, 3H), 7.42 (dd, J=11.4, 8.0, 1H), 7.03 (dd, J=9.0, 2.8, 1H), 6.92 (d, J=2.8, 1H), 3.97-3.84 (m, 5H), 3.64 (dd, J=18.2, 14.6, 5H), 3.12 (dd, J=19.8, 8.6, 3H).